Dataset: the Open Reaction Database (ORD), a public repository of structured organic reaction records. Task: describe an organic reaction: reactants, conditions, products, and yield The reactants are [N+](=O)(O)[O-] (nitric acid), C1(=O)OCC2=CC=CC=C12 (phthalide). Solvent: S(O)(O)(=O)=O (sulfuric acid), S(O)(O)(=O)=O (sulfuric acid). The product is [N+](=O)([O-])C1=CC=C2COC(=O)C2=C1 (6-nitrophthalide). Reaction SMILES: [N+:1]([O-:4])(O)=[O:2].[C:5]1([C:14]2[C:9](=[CH:10][CH:11]=[CH:12][CH:13]=2)[CH2:8][O:7]1)=[O:6]>S(=O)(=O)(O)O>[N+:1]([C:12]1[CH:13]=[C:14]2[C:9]([CH2:8][O:7][C:5]2=[O:6])=[CH:10][CH:11]=1)([O-:4])=[O:2]. Reported procedure: Three portions of a mixture of concentrated nitric acid (0.6 ml. each portion) and concentrated sulfuric acid (0.66 ml. each portion) were added to a mixture of 3-(2,4-bis(dimethylamino)phenyl)-3-(4-dimethylamino)phenyl)phthalide (4.17 g.) and concentrated sulfuric acid (20 ml.) with cooling. After each addition the temperature was allowed to rise to room temperature. The resulting mixture was poured onto ice and the resulting mixture was basified, affording 3-(2,4-bis(dimethylamino)phenyl)-3-(4... Reactants: BrC(C(=O)OC)C1=CC=C(C=C1)OCCCOC1=CC=C(C=C1)Cl (methyl bromo{p-[3-(p-chlorophenoxy)propoxy]phenyl}acetate), C1(CCCCC1)C1=CC=C(C=C1)O (p-cyclohexylphenol). Yields the product COC(C(C1=CC=C(C=C1)OCCCOC1=CC=C(C=C1)Cl)OC1=CC=C(C=C1)C1CCCCC1)=O (Methyl(p-cyclohexylphenoxy){p-[3-(p-chlorophenoxy)propoxy]phenyl}acetate). Isolated yield 82.1%. As a reaction SMILES: Br[CH:2]([C:7]1[CH:12]=[CH:11][C:10]([O:13][CH2:14][CH2:15][CH2:16][O:17][C:18]2[CH:23]=[CH:22][C:21]([Cl:24])=[CH:20][CH:19]=2)=[CH:9][CH:8]=1)[C:3]([O:5][CH3:6])=[O:4].[CH:25]1([C:31]2[CH:36]=[CH:35][C:34]([OH:37])=[CH:33][CH:32]=2)[CH2:30][CH2:29][CH2:28][CH2:27][CH2:26]1>>[CH3:6][O:5][C:3](=[O:4])[CH:2]([O:37][C:34]1[CH:35]=[CH:36][C:31]([CH:25]2[CH2:30][CH2:29][CH2:28][CH2:27][CH2:26]2)=[CH:32][CH:33]=1)[C:7]1[CH:12]=[CH:11][C:10]([O:13][CH2:14][CH2:15][CH2:16][O:17][C:18]2[CH:23]=[CH:22][C:21]([Cl:24])=[CH:20][CH:19]=2)=[CH:9][CH:8]=1. Reported procedure: As described in Example 44, 8.72 g of methyl bromo{p-[3-(p-chlorophenoxy)propoxy]phenyl}acetate is reacted with 4.05 g of p-cyclohexylphenol to give 8.81 g of product as off-white crystals. Recrystallization from methanol gives white crystals, mp 93°-95° C.